The task is: describe an organic reaction: reactants, conditions, products, and yield. This data is from the Open Reaction Database (ORD), a public repository of structured organic reaction records. The reactants are FC1=C(OC2=C3C(=NC=C2)C=C(S3)C(=O)O)C=CC(=C1)[N+](=O)[O-] (7-(2-Fluoro-4-nitrophenoxy)thieno[3,2-b]pyridine-2-carboxylic acid), C(C(=O)Cl)(=O)Cl (oxalyl chloride). Run in C(Cl)Cl (CH2Cl2). Run at time 2 hour. Yields the product FC1=C(OC2=C3C(=NC=C2)C=C(S3)C(=O)Cl)C=CC(=C1)[N+](=O)[O-] (7-(2-Fluoro-4-nitrophenoxy)thieno[3,2-b]pyridine-2-carbonyl chloride). Isolated yield 104.3%. Reaction SMILES: [F:1][C:2]1[CH:20]=[C:19]([N+:21]([O-:23])=[O:22])[CH:18]=[CH:17][C:3]=1[O:4][C:5]1[CH:10]=[CH:9][N:8]=[C:7]2[CH:11]=[C:12]([C:14](O)=[O:15])[S:13][C:6]=12.C(Cl)(=O)C([Cl:27])=O>C(Cl)Cl>[F:1][C:2]1[CH:20]=[C:19]([N+:21]([O-:23])=[O:22])[CH:18]=[CH:17][C:3]=1[O:4][C:5]1[CH:10]=[CH:9][N:8]=[C:7]2[CH:11]=[C:12]([C:14]([Cl:27])=[O:15])[S:13][C:6]=12. Procedure details: To a solution of 39 (2.0 g, 5.98 mmol) in anhydrous CH2Cl2 (30 ml) under an atmosphere of nitrogen, was added oxalyl chloride (2.6 ml, 29.8 mmol). After stirring for 2 hours the solvent was evaporated, anhydrous toluene (10 mL) was added and the resultant mixture was evaporated (procedure of addition of toluene followed by evaporation was performed twice) to afford title compound 40 (2.2 g, 94% yield) as a white solid. The product was used without further purification and characterization and wa... Reactants: step-iii, FC=1C=C(CN2N=C(C(=C2C)C2=CN(C3=NC=C(C=C32)C3=CC=C(C=C3)N3CCOCC3)S(=O)(=O)C3=CC=C(C)C=C3)C)C=CC1 (4-(4-(3-(1-(3-fluorobenzyl)-3,5-dimethyl-1H-pyrazol-4-yl)-1-tosyl-1H-pyrrolo[2,3-b]pyridin-5-yl)phenyl) morpholine), [OH-].[Li+] (lithium hydroxide). Solvent: C1CCOC1.CO.O (THF Methanol water). Yields the product FC=1C=C(CN2N=C(C(=C2C)C2=CNC3=NC=C(C=C32)C3=CC=C(C=C3)N3CCOCC3)C)C=CC1 (4-(4-(3-(1-(3-fluorobenzyl)-3,5-dimethyl-1H-pyrazol-4-yl)-1H-pyrrolo[2,3-b]pyridin-5-yl)phenyl)morpholine). The yield is 31.7%. Reaction SMILES: [F:1][C:2]1[CH:3]=[C:4]([CH:44]=[CH:45][CH:46]=1)[CH2:5][N:6]1[C:10]([CH3:11])=[C:9]([C:12]2[C:20]3[C:15](=[N:16][CH:17]=[C:18]([C:21]4[CH:26]=[CH:25][C:24]([N:27]5[CH2:32][CH2:31][O:30][CH2:29][CH2:28]5)=[CH:23][CH:22]=4)[CH:19]=3)[N:14](S(C3C=CC(C)=CC=3)(=O)=O)[CH:13]=2)[C:8]([CH3:43])=[N:7]1.[OH-].[Li+]>C1COCC1.CO.O>[F:1][C:2]1[CH:3]=[C:4]([CH:44]=[CH:45][CH:46]=1)[CH2:5][N:6]1[C:10]([CH3:11])=[C:9]([C:12]2[C:20]3[C:15](=[N:16][CH:17]=[C:18]([C:21]4[CH:22]=[CH:23][C:24]([N:27]5[CH2:28][CH2:29][O:30][CH2:31][CH2:32]5)=[CH:25][CH:26]=4)[CH:19]=3)[NH:14][CH:13]=2)[C:8]([CH3:43])=[N:7]1 |f:1.2,3.4.5|. Procedure: Using similar reaction conditions as described in step-iii of example-1, 4-(4-(3-(1-(3-fluorobenzyl)-3,5-dimethyl-1H-pyrazol-4-yl)-1-tosyl-1H-pyrrolo[2,3-b]pyridin-5-yl)phenyl) morpholine (100 mg, 0.157 mmol) was hydrolyzed by lithium hydroxide (33 mg, 0.786 mmol), THF/Methanol/water (5/5/3 ml) to afford 24 mg (32% yield) of the titled compound. 1H NMR (CDCl3, 300 MHz): δ 9.36 (s, 1H), 8.56 (s, 1H), 7.87 (s, 1H), 7.75-7.52 (d, 2H), 7.40-7.30 (m, 1H), 7.10-6.95 (m, 3H), 6.90-6.80 (d, 1H), 5.32 (s... Reactants: CO, Cl, C[Si](C)(C)CCOCN1C(=O)C2(Cc3ccc(N)cc3C2)c2cccnc21, NCCN, [Na+], [OH-], O. Product: Nc1ccc2c(c1)CC1(C2)C(=O)Nc2ncccc21. Reaction SMILES: [CH3:35][OH:36].[ClH:28].[NH2:1][c:2]1[cH:3][c:4]2[c:8]([cH:9][cH:10]1)[CH2:7][C:6]1([CH2:5]2)[C:11](=[O:27])[N:12]([CH2:19][O:20][CH2:21][CH2:22][Si:23]([CH3:24])([CH3:25])[CH3:26])[c:13]2[n:14][cH:15][cH:16][cH:17][c:18]21.[NH2:29][CH2:30][CH2:31][NH2:32].[Na+:34].[OH-:33].[OH2:37]>>[NH2:1][c:2]1[cH:3][c:4]2[c:8]([cH:9][cH:10]1)[CH2:7][C:6]1([CH2:5]2)[C:11](=[O:27])[NH:12][c:13]2[n:14][cH:15][cH:16][cH:17][c:18]21. Reactants: C1(CCCCC1)CNC=1C=C(C=CC1)CCCNC(OC(C)(C)C)=O (tert-butyl 3-(3-(cyclohexylmethylamino)phenyl)propylcarbamate), C(CCCCC)S(=O)(=O)Cl (hexane-1-sulfonyl chloride). Yields the product C(CCCCC)S(=O)(=O)NC=1C=C(C=CC1)CCCNC(OC(C)(C)C)=O (tert-butyl 3-(3-(hexylsulfonamido)phenyl)propylcarbamate). RXN SMILES: C1(C[NH:8][C:9]2[CH:10]=[C:11]([CH2:15][CH2:16][CH2:17][NH:18][C:19](=[O:25])[O:20][C:21]([CH3:24])([CH3:23])[CH3:22])[CH:12]=[CH:13][CH:14]=2)CCCCC1.[CH2:26]([S:32](Cl)(=[O:34])=[O:33])[CH2:27][CH2:28][CH2:29][CH2:30][CH3:31]>>[CH2:26]([S:32]([NH:8][C:9]1[CH:10]=[C:11]([CH2:15][CH2:16][CH2:17][NH:18][C:19](=[O:25])[O:20][C:21]([CH3:22])([CH3:23])[CH3:24])[CH:12]=[CH:13][CH:14]=1)(=[O:34])=[O:33])[CH2:27][CH2:28][CH2:29][CH2:30][CH3:31]. Reported procedure: Sulfonation of aniline 17 by hexane-1-sulfonyl chloride following the method used in Example 6 gives tert-butyl 3-(3-(hexylsulfonamido)phenyl)propylcarbamate.